Task: describe an organic reaction: reactants, conditions, products, and yield. Dataset: the Open Reaction Database (ORD), a public repository of structured organic reaction records The reactants are C(C)C=1C(=NC(=CN1)CC)N[C@H]1[C@H](CC2=CC=CC=C12)O ((1R,2S)-1-[(3,6-diethylpyrazin-2-yl)amino]-2,3-dihydro-1H-inden-2-ol), COC1=CC=C2CCC(C2=C1)N (6-methoxyindan-1-amine). Yields the product C(C)C=1C(=NC(=CN1)CC)NC1CCC2=CC=C(C=C12)OC (3,6-diethyl-N-(6-methoxy-2,3-dihydro-1H-inden-1-yl)pyrazin-2-amine). As a reaction SMILES: [CH2:1]([C:3]1[C:4]([NH:11][C@@H:12]2[C:20]3[C:15](=[CH:16][CH:17]=[CH:18][CH:19]=3)[CH2:14][C@@H:13]2O)=[N:5][C:6]([CH2:9][CH3:10])=[CH:7][N:8]=1)[CH3:2].[CH3:22][O:23]C1C=C2C(CCC2N)=CC=1>>[CH2:1]([C:3]1[C:4]([NH:11][CH:12]2[C:20]3[C:15](=[CH:16][CH:17]=[C:18]([O:23][CH3:22])[CH:19]=3)[CH2:14][CH2:13]2)=[N:5][C:6]([CH2:9][CH3:10])=[CH:7][N:8]=1)[CH3:2]. Reported procedure: Following the procedure for the preparation of (1R,2S)-1-[(3,6-diethylpyrazin-2-yl)amino]-2,3-dihydro-1H-inden-2-ol but substituting 6-methoxyindan-1-amine and making non-critical variations provided the title compound as a oil: 1H NMR (CDCl3) δ 1.31, 1.87, 2.59, 2.67, 2.75, 2.87, 2.95, 3.79, 4.55, 5.75, 6.83, 7.19, 7.70; HRMS (FAB) calcd for C18H23N3O+H 298.1919, found 298.1909. Anal. Calcd for C18H23N3O: C, 72.70; H, 7.80; N, 14.13. Found: C, 72.19; H, 7.76; N, 13.84. Starting materials: C(=O)(C(=O)OC)N1C(C(C1)NC(=O)OCC1=CC=CC=C1)=O (1-Methoxalyl-3-benzyloxycarbonylamino-2-azetidinone), C[O-].[Na+] (sodium methylate). The solvent is CO (methanol). The product is C(C1=CC=CC=C1)OC(=O)NC1C(NC1)=O (3-benzyloxycarbonylamino-2-azetidinone). Yield: 73.0%. Reaction SMILES: C([N:7]1[CH2:10][CH:9]([NH:11][C:12]([O:14][CH2:15][C:16]2[CH:21]=[CH:20][CH:19]=[CH:18][CH:17]=2)=[O:13])[C:8]1=[O:22])(C(OC)=O)=O.C[O-].[Na+]>CO>[CH2:15]([O:14][C:12]([NH:11][CH:9]1[CH2:10][NH:7][C:8]1=[O:22])=[O:13])[C:16]1[CH:17]=[CH:18][CH:19]=[CH:20][CH:21]=1 |f:1.2|. Reported procedure: 1-Methoxalyl-3-benzyloxycarbonylamino-2-azetidinone (240 mg.) was dissolved in methanol (10 ml.), and sodium methylate (6 mg.) was added to said solution, and then the mixture was heated under reflux for 45 minutes. The methanol was distilled off from the reaction mixture, and the residue was washed with ether to give crude 3-benzyloxycarbonylamino-2-azetidinone (126 mg.). Furthermore, this product was recrystallized from acetone to give the purified compound (50 mg.). And, the purified same com... Starting materials: C(C=C(C)C)Cl (prenyl chloride), C(C=C(C)C)Cl (prenyl chloride), O=C(C)C=C(C)C (mesityl oxide). Run in CC(=O)C (acetone), CC(=O)C (Acetone). Product: CCC(C=CCCC)=O (methyl heptenone). Reaction SMILES: [O:1]=[C:2]([CH:4]=[C:5](C)C)[CH3:3].[CH2:8](Cl)[CH:9]=[C:10]([CH3:12])C>CC(C)=O>[CH3:5][CH2:4][C:2](=[O:1])[CH:3]=[CH:8][CH2:9][CH2:10][CH3:12]. Procedure: Acetone under the reaction conditions forms mesityl oxide, and this then reacts with the prenyl chloride to produce the above isomers; in the same manner, acetone reacts with prenyl chloride to produce methyl heptenone. Starting materials: Cl.CN(CCCN=C=NCC)C (1-(3-dimethylaminopropyl)-3-ethylcarbodiimide hydrochloride), Cl.COC([C@H]1NCCC1)=O (L-proline methyl ester hydrochloride), C(C1=CC=CC=C1)OC(=O)N[C@@H](C(C)C)C(=O)O (N-benzyloxycarbonyl-L-valine), O.ON1N=NC2=C1C=CC=C2 (1-hydroxybenzotriazole hydrate). The solvent is CN(C=O)C (N,N-dimethylformamide), CN(C=O)C (N,N-dimethylformamide), C(C)N(CC)CC (triethylamine), CN(C=O)C (N,N-dimethylformamide). Yields the product COC([C@H]1N(CCC1)C([C@@H](NC(=O)OCC1=CC=CC=C1)C(C)C)=O)=O (Benzyloxycarbonyl-L-valyl-L-proline methyl ester). Yield: 92.0%. Conditions: time 20 minute. RXN SMILES: [CH2:1]([O:8][C:9]([NH:11][C@H:12]([C:16]([OH:18])=O)[CH:13]([CH3:15])[CH3:14])=[O:10])[C:2]1[CH:7]=[CH:6][CH:5]=[CH:4][CH:3]=1.O.ON1C2C=CC=CC=2N=N1.Cl.[CH3:31][O:32][C:33](=[O:39])[C@@H:34]1[CH2:38][CH2:37][CH2:36][NH:35]1.Cl.CN(C)CCCN=C=NCC>CN(C)C=O.C(N(CC)CC)C>[CH3:31][O:32][C:33](=[O:39])[C@@H:34]1[CH2:38][CH2:37][CH2:36][N:35]1[C:16](=[O:18])[C@H:12]([CH:13]([CH3:14])[CH3:15])[NH:11][C:9]([O:8][CH2:1][C:2]1[CH:3]=[CH:4][CH:5]=[CH:6][CH:7]=1)=[O:10] |f:1.2,3.4,5.6|. Procedure details: To a cooled (0-5° ) solution of N-benzyloxycarbonyl-L-valine (450.0 g) in dry N,N-dimethylformamide (3.0 liter) was added 1-hydroxybenzotriazole hydrate (483.3 g): and the reaction mixture was stirred for 20 min, followed by the addition of a slurry of L-proline methyl ester hydrochloride (296.4 g) and triethylamine (186.6 g) in N,N-dimethylformamide (1.5 liter). After the resulting mixture was cooled to 0°, 1-(3-dimethylaminopropyl)-3-ethylcarbodiimide hydrochloride (377.6 g, 1.97 mol) in N,N-d... The reactants are CC1=NC2=CC(=C(C=C2C(=C1C)OC(=O)C1CC1)F)Cl (2,3-Dimethyl-4-cyclopropanecarbonyloxy-6-fluoro-7-chloroquinoline), Cl (hydrochloric acid), [OH-].[Na+] (sodium hydroxide), O (water). The solvent is CO (methanol). Conditions: temperature 50 celsius, time 3 hour. The product is CC1=NC2=CC(=C(C=C2C(=C1C)O)F)Cl (2,3-dimethyl-4-hydroxy-6-fluoro-7-chloroquinoline). Yield: 88.2%. Reaction SMILES: [CH3:1][C:2]1[C:11]([CH3:12])=[C:10]([O:13]C(C2CC2)=O)[C:9]2[C:4](=[CH:5][C:6]([Cl:20])=[C:7]([F:19])[CH:8]=2)[N:3]=1.[OH-].[Na+].O.Cl>CO>[CH3:1][C:2]1[C:11]([CH3:12])=[C:10]([OH:13])[C:9]2[C:4](=[CH:5][C:6]([Cl:20])=[C:7]([F:19])[CH:8]=2)[N:3]=1 |f:1.2|. Procedure: 2,3-Dimethyl-4-cyclopropanecarbonyloxy-6-fluoro-7-chloroquinoline (590 mg) prepared as described in Example 9 was dissolved in 5 ml of methanol, and 5 ml of a 10% aqueous sodium hydroxide solution was added to this solution. The mixture was stirred at 50° C. for 3 hr. The reaction mixture was allowed to stand for cooling, was then poured into 50 ml of water, and was neutralized with 1 N hydrochloric acid, and the precipitate was then collected by filtration to give 400 mg of 2,3-dimethyl-4-hydro... The reactants are C(C)(C)(C)OC(=O)N[C@@H](CN1C(N(C=C(C1=O)C1=C(C=CC=C1)Cl)CC1=C(C=CC=C1C(F)(F)F)F)=O)C1=CC=CC=C1 (3-[2(R)-{tert-butoxycarbonyl-amino}-2-phenylethyl]-5-(2-chlorophenyl)-1-[2-fluoro-6-(trifluoromethyl)benzyl]-pyrimidine-2,4(1H,3H)-dione), C(=O)(C(F)(F)F)O (TFA). Solvent: C(Cl)Cl (DCM). Reaction conditions: time 1.5 hour. Product: N[C@@H](CN1C(N(C=C(C1=O)C1=C(C=CC=C1)Cl)CC1=C(C=CC=C1C(F)(F)F)F)=O)C1=CC=CC=C1 (3-[2(R)-amino-2-phenylethyl]-5-(2-chlorophenyl)-1-[2 fluoro-6-(trifluoromethyl)benzyl]-pyrimidine-2,4(1H,3H)-dione). Isolated yield 100.7%. Reaction SMILES: C(OC([NH:8][C@H:9]([C:38]1[CH:43]=[CH:42][CH:41]=[CH:40][CH:39]=1)[CH2:10][N:11]1[C:16](=[O:17])[C:15]([C:18]2[CH:23]=[CH:22][CH:21]=[CH:20][C:19]=2[Cl:24])=[CH:14][N:13]([CH2:25][C:26]2[C:31]([C:32]([F:35])([F:34])[F:33])=[CH:30][CH:29]=[CH:28][C:27]=2[F:36])[C:12]1=[O:37])=O)(C)(C)C.C(O)(C(F)(F)F)=O>C(Cl)Cl>[NH2:8][C@H:9]([C:38]1[CH:39]=[CH:40][CH:41]=[CH:42][CH:43]=1)[CH2:10][N:11]1[C:16](=[O:17])[C:15]([C:18]2[CH:23]=[CH:22][CH:21]=[CH:20][C:19]=2[Cl:24])=[CH:14][N:13]([CH2:25][C:26]2[C:31]([C:32]([F:34])([F:33])[F:35])=[CH:30][CH:29]=[CH:28][C:27]=2[F:36])[C:12]1=[O:37]. Reported procedure: To a solution of compound 6e (0.144 g, 0.23 mmol) in DCM (1 mL) was added TFA (0.5 mL, 6.5 mmol) and the mixture was stirred at room temperature for 1.5 hours. After concentration, the residue was taken up in DCM and sat'd aq. NaHCO3 was added. The aqueous layer was extracted with DCM. Combined organic extracts were dried over Na2SO4 and concentrated to give compound 6f (0.12 g). MS (CI) m/z 518.0, 520.1 (MH+). The reactants are CCOC(=O)CCCBr, O=C([O-])[O-], CN(C)C=O, Cl, [K+], [K+], CC(C)c1ccc(CCNC(=O)OC(C)(C)C)c(O)c1. Product: CCOC(=O)CCCOc1cc(C(C)C)ccc1CCNC(=O)OC(C)(C)C. RXN SMILES: [Br:27][CH2:28][CH2:29][CH2:30][C:31](=[O:32])[O:33][CH2:34][CH3:35].[C:21](=[O:22])([O-:23])[O-:24].[CH3:37][N:38]([CH3:39])[CH:40]=[O:41].[ClH:36].[K+:25].[K+:26].[OH:1][c:2]1[c:3]([CH2:11][CH2:12][NH:13][C:14]([O:15][C:16]([CH3:17])([CH3:18])[CH3:19])=[O:20])[cH:4][cH:5][c:6]([CH:8]([CH3:9])[CH3:10])[cH:7]1>>[O:1]([c:2]1[c:3]([CH2:11][CH2:12][NH:13][C:14]([O:15][C:16]([CH3:17])([CH3:18])[CH3:19])=[O:20])[cH:4][cH:5][c:6]([CH:8]([CH3:9])[CH3:10])[cH:7]1)[CH2:28][CH2:29][CH2:30][C:31](=[O:32])[O:33][CH2:34][CH3:35].